Dataset: the Open Reaction Database (ORD), a public repository of structured organic reaction records. Task: describe an organic reaction: reactants, conditions, products, and yield Starting materials: C(#N)C=1C=CC2=C(SC3=C(C=C2)C=CC=C3)C1 (3-cyanodibenzo[b,f]thiepin), sulfone, ClC1=CC(=CC=C1)C(=O)OO (m-chlorperbenzoic acid), [OH-].[Ca+2].[OH-] (calcium hydroxide). Solvent: C(Cl)Cl (methylene chloride). Conditions: time 1 hour. The product is C(#N)C=1C=CC2=C(S(C3=C(C=C2)C=CC=C3)(=O)=O)C1 (3-Cyanodibenzo[b,f]thiepin-5,5-dioxide). RXN SMILES: [C:1]([C:3]1[CH:4]=[CH:5][C:6]2[CH:12]=[CH:11][C:10]3[CH:13]=[CH:14][CH:15]=[CH:16][C:9]=3[S:8][C:7]=2[CH:17]=1)#[N:2].ClC1C=CC=C(C(OO)=O)C=1.[OH-:29].[Ca+2].[OH-:31]>C(Cl)Cl>[C:1]([C:3]1[CH:4]=[CH:5][C:6]2[CH:12]=[CH:11][C:10]3[CH:13]=[CH:14][CH:15]=[CH:16][C:9]=3[S:8](=[O:31])(=[O:29])[C:7]=2[CH:17]=1)#[N:2] |f:2.3.4|. Procedure details: 5.4 G. 3-cyanodibenzo[b,f]thiepin (0.023 mole) are dissolved in 300 cc. methylene chloride and 15.87 g. m-chlorperbenzoic acid (0.092 mole) are added in portions. The resulting solution is stirred at room temperature for one hour, then excess calcium hydroxide is added. The mixture is filtered through celite and the filtrate is stripped to dryness. The yellow solid is triturated in benzene and filtered. One obtains 5.46 g. (89%) of the sulfone, m.p. 229° C.-231° C. Reactants: O=C(n1ccnc1)n1ccnc1, Nc1cnn2ccc(N3CCCC3c3cc(F)cc(Cl)c3)nc12, ClCCl, OC1CCNC1. The product is O=C(Nc1cnn2ccc(N3CCCC3c3cc(F)cc(Cl)c3)nc12)N1CCC(O)C1. As a reaction SMILES: [C:24](=[O:25])([n:26]1[cH:27][cH:28][n:29][cH:30]1)[n:31]1[cH:32][cH:33][n:34][cH:35]1.[Cl:1][c:2]1[cH:3][c:4]([CH:9]2[N:10]([c:14]3[n:15][c:16]4[n:17]([cH:18][cH:19]3)[n:20][cH:21][c:22]4[NH2:23])[CH2:11][CH2:12][CH2:13]2)[cH:5][c:6]([F:8])[cH:7]1.[Cl:42][CH2:43][Cl:44].[NH:36]1[CH2:37][CH:38]([OH:41])[CH2:39][CH2:40]1>>[Cl:1][c:2]1[cH:3][c:4]([CH:9]2[N:10]([c:14]3[n:15][c:16]4[n:17]([cH:18][cH:19]3)[n:20][cH:21][c:22]4[NH:23][C:24](=[O:25])[N:36]3[CH2:37][CH:38]([OH:41])[CH2:39][CH2:40]3)[CH2:11][CH2:12][CH2:13]2)[cH:5][c:6]([F:8])[cH:7]1. Starting materials: C(C)OC(=O)C=1C(=C2C(=CN1)N(C=C2)C2=CC=CC=C2)O (4-hydroxy-1-phenyl-1H-pyrrolo[2,3-c]pyridine-5-carboxylic acid ethyl ester), C1CC(=O)N(C1=O)Cl (NCS), C(=O)(C1=CC=CC=C1)OOC(=O)C1=CC=CC=C1 (BzOOBz). Run in C(Cl)(Cl)(Cl)Cl (carbontetrachloride). Product: C(C)OC(=O)C=1C(=C2C(=CN1)N(C=C2Cl)C2=CC=CC=C2)O (3-Chloro-4-hydroxy-1-phenyl-1H-pyrrolo[2,3-c]pyridine-5-carboxylic acid ethyl ester). Isolated yield 40.0%. Reaction SMILES: [CH2:1]([O:3][C:4]([C:6]1[C:7]([OH:21])=[C:8]2[CH:14]=[CH:13][N:12]([C:15]3[CH:20]=[CH:19][CH:18]=[CH:17][CH:16]=3)[C:9]2=[CH:10][N:11]=1)=[O:5])[CH3:2].C1C(=O)N([Cl:29])C(=O)C1.C(OOC(C1C=CC=CC=1)=O)(C1C=CC=CC=1)=O>C(Cl)(Cl)(Cl)Cl>[CH2:1]([O:3][C:4]([C:6]1[C:7]([OH:21])=[C:8]2[C:14]([Cl:29])=[CH:13][N:12]([C:15]3[CH:16]=[CH:17][CH:18]=[CH:19][CH:20]=3)[C:9]2=[CH:10][N:11]=1)=[O:5])[CH3:2]. Procedure: A mixture of 4-hydroxy-1-phenyl-1H-pyrrolo[2,3-c]pyridine-5-carboxylic acid ethyl ester (223 mg, 0.789 mmol), NCS (117 mg, 0.869 mmol) and BzOOBz (10 mg, 0.039 mmol) in carbontetrachloride (4 mL) was refluxed for 30 min. Then the reaction was cooled and concentrated, the resulting mixture was purified by column to give the desired product (100 mg). The title compound, 1H NMR (200 MHz, CDCl3): δ (ppm)=11.8 (s, 1H), 8.44 (s, 1H), 7.6-7.4 (m, 5H), 7.35 (s, 1H), 4.53 (q, 2H, J=7.4 Hz), 1.49 (t, 3H, ... The reactants are BrC1=CC=C(C=C1)C1=CSC=2NC(C(=C(C21)O)C#N)=O (3-(4-bromophenyl)-4-hydroxy-6-oxo-6,7-dihydrothieno[2,3-b]pyridine-5-carbonitrile), FC1=CC=C(C=C1)B(O)O (4-fluorophenyl boronic acid), C([O-])([O-])=O.[Cs+].[Cs+] (cesium carbonate). The reagents and catalysts are C1(=CC=CC=C1)P(C1=CC=CC=C1)C1=CC=CC=C1.C1(=CC=CC=C1)P(C1=CC=CC=C1)C1=CC=CC=C1.C1(=CC=CC=C1)P(C1=CC=CC=C1)C1=CC=CC=C1.C1(=CC=CC=C1)P(C1=CC=CC=C1)C1=CC=CC=C1.[Pd] (palladium tetrakis(triphenylphosphine)). Yields the product FC1=CC=C(C=C1)C1=CC=C(C=C1)C1=CSC=2NC(C(=C(C21)O)C#N)=O (3-(4′-fluoro-1,1′-biphenyl-4-yl)-4-hydroxy-6-oxo-6,7-dihydrothieno[2,3-b]pyridine-5-carbonitrile). As a reaction SMILES: Br[C:2]1[CH:7]=[CH:6][C:5]([C:8]2[C:16]3[C:15]([OH:17])=[C:14]([C:18]#[N:19])[C:13](=[O:20])[NH:12][C:11]=3[S:10][CH:9]=2)=[CH:4][CH:3]=1.[F:21][C:22]1[CH:27]=[CH:26][C:25](B(O)O)=[CH:24][CH:23]=1.C(=O)([O-])[O-].[Cs+].[Cs+]>COCCOC.C1(C)C=CC=CC=1.CCO.O.C1(P(C2C=CC=CC=2)C2C=CC=CC=2)C=CC=CC=1.C1(P(C2C=CC=CC=2)C2C=CC=CC=2)C=CC=CC=1.C1(P(C2C=CC=CC=2)C2C=CC=CC=2)C=CC=CC=1.C1(P(C2C=CC=CC=2)C2C=CC=CC=2)C=CC=CC=1.[Pd]>[F:21][C:22]1[CH:27]=[CH:26][C:25]([C:2]2[CH:7]=[CH:6][C:5]([C:8]3[C:16]4[C:15]([OH:17])=[C:14]([C:18]#[N:19])[C:13](=[O:20])[NH:12][C:11]=4[S:10][CH:9]=3)=[CH:4][CH:3]=2)=[CH:24][CH:23]=1 |f:2.3.4,5.6.7.8,9.10.11.12.13|. The solvent is COCCOC.C1(=CC=CC=C1)C.CCO.O (DME PhCH3 EtOH H2O). Conditions: temperature 60 celsius. Procedure details: To an ambient slurry of 3-(4-bromophenyl)-4-hydroxy-6-oxo-6,7-dihydrothieno[2,3-b]pyridine-5-carbonitrile (0.030 g, 0.086 mmol), 4-fluorophenyl boronic acid (0.024 g, 0.173 mmol) and cesium carbonate (0.084 g, 0.26 mmol) in DME/PhCH3/EtOH/H2O (10/1/6/3 ratio, 2 mL) was added palladium tetrakis(triphenylphosphine) (0.001 g, 0.0009 mmol) in a single portion. The reaction was heated at 60° C. for 16 h, cooled to room temperature, filtered, concentrated and purified by RP-HPLC to afford the title co... Starting materials: CO, Cn1nnnc1-c1ccc([N+](=O)[O-])cc1, CCOC(C)=O, [OH-], [OH-], [Pd+2]. Yields the product Cn1nnnc1-c1ccc(N)cc1. RXN SMILES: [CH3:19][OH:20].[CH3:1][n:2]1[n:3][n:4][n:5][c:6]1-[c:7]1[cH:8][cH:9][c:10]([N+:13]([O-:14])=[O:15])[cH:11][cH:12]1.[CH3:21][CH2:22][O:23][C:24]([CH3:25])=[O:26].[OH-:16].[OH-:17].[Pd+2:18]>>[CH3:1][n:2]1[n:3][n:4][n:5][c:6]1-[c:7]1[cH:8][cH:9][c:10]([NH2:13])[cH:11][cH:12]1. The reactants are C1(=CC=CC=C1)SC=1C=C(C=O)C=CC1 (3-Phenylsulfanyl-benzaldehyde), O (Water), Example 92, [BH4-].[Na+] (sodium borohydride). Run in C(C)O (ethanol). Reaction conditions: time 3 hour. Product: C1(=CC=CC=C1)SC=1C=C(C=CC1)CO ((3-Phenylsulfanyl-phenyl)-methanol). Isolated yield 68.0%. Reaction SMILES: [C:1]1([S:7][C:8]2[CH:9]=[C:10]([CH:13]=[CH:14][CH:15]=2)[CH:11]=[O:12])[CH:6]=[CH:5][CH:4]=[CH:3][CH:2]=1.[BH4-].[Na+].O>C(O)C>[C:1]1([S:7][C:8]2[CH:9]=[C:10]([CH2:11][OH:12])[CH:13]=[CH:14][CH:15]=2)[CH:6]=[CH:5][CH:4]=[CH:3][CH:2]=1 |f:1.2|. Procedure details: 3-Phenylsulfanyl-benzaldehyde described in Preparation Example 92 (321 mg, 1.49 mmol) was dissolved in ethanol (6 mL), sodium borohydride (113 mg, 2.98 mmol) was added thereto at 0° C., followed by stirring at room temperature for 3 hours. Water was added to the reaction solution, which was then extracted with ethyl acetate, the organic layer was washed with brine and dried over anhydrous magnesium sulfate. The solvent was evaporated in vacuo, the residue was purified by silica gel column chroma... Starting materials: ClC1=C(C(=O)O)C=CC(=C1)NC(=O)C1=CC=C2CCCN(C2=C1)S(=O)(=O)C1=CC(=C(C=C1)Cl)Cl (2-Chloro-4-{[1-(3,4-dichloro-benzenesulfonyl)-1,2,3,4-tetrahydro-quinoline-7-carbonyl]-amino}-benzoic acid), ClC=1C=C(C=CC1Cl)S(=O)(=O)Cl (3,4-dichloro-benzenesulfonyl chloride). Yields the product COC(C1=C(C=C(C=C1)NC(=O)C1=CC=C2CCCN(C2=C1)S(=O)(=O)C1=CC(=C(C=C1)Cl)Cl)Cl)=O (2-chloro-4-{[1-(3,4-dichloro-benzenesulfonyl)-1,2,3,4-tetrahydro-quinoline-7-carbonyl]-amino}-benzoic acid methyl ester). RXN SMILES: [Cl:1][C:2]1[CH:10]=[C:9]([NH:11][C:12]([C:14]2[CH:23]=[C:22]3[C:17]([CH2:18][CH2:19][CH2:20][N:21]3[S:24]([C:27]3[CH:32]=[CH:31][C:30]([Cl:33])=[C:29]([Cl:34])[CH:28]=3)(=[O:26])=[O:25])=[CH:16][CH:15]=2)=[O:13])[CH:8]=[CH:7][C:3]=1[C:4]([OH:6])=[O:5].Cl[C:36]1C=C(S(Cl)(=O)=O)C=CC=1Cl>>[CH3:36][O:5][C:4](=[O:6])[C:3]1[CH:7]=[CH:8][C:9]([NH:11][C:12]([C:14]2[CH:23]=[C:22]3[C:17]([CH2:18][CH2:19][CH2:20][N:21]3[S:24]([C:27]3[CH:32]=[CH:31][C:30]([Cl:33])=[C:29]([Cl:34])[CH:28]=3)(=[O:26])=[O:25])=[CH:16][CH:15]=2)=[O:13])=[CH:10][C:2]=1[Cl:1]. Reported procedure: 2-Chloro-4-{[1-(3,4-dichloro-benzenesulfonyl)-1,2,3,4-tetrahydro-quinoline-7-carbonyl]-amino}-benzoic acid, m/z (ES+): 539.18 (M+H+.), was prepared in analogy to example 40, steps 1 to 5. Step 4 was performed using 3,4-dichloro-benzenesulfonyl chloride, yielding 2-chloro-4-{[1-(3,4-dichloro-benzenesulfonyl)-1,2,3,4-tetrahydro-quinoline-7-carbonyl]-amino}-benzoic acid methyl ester, which was hydrolyzed in step 5. Reactants: ClC=1C(=NC(=C(C1CO)Cl)F)F (3,5-dichloro-2,6-difluoro4-hydroxymethylpyridine), ClC(=C[C@H]1C([C@H]1C(=O)Cl)(C)C)Cl (cis-3-(2,2-dichloroethenyl)-2,2-dimethylcyclopropanecarbonyl chloride). The product is ClC(=C[C@H]1C([C@H]1C(=O)OCC1=C(C(=NC(=C1Cl)F)F)Cl)(C)C)Cl ((3,5-DICHLORO-2,6-DIFLUOROPYRIDIN-4-YL)METHYL CIS-3-(2,2-DICHLOROETHENYL)-2,2-DIMETHYLCYCLOPROPANECARBOXYLATE). Reaction SMILES: [Cl:1][C:2]1[C:3]([F:12])=[N:4][C:5]([F:11])=[C:6]([Cl:10])[C:7]=1[CH2:8][OH:9].[Cl:13][C:14]([Cl:24])=[CH:15][C@@H:16]1[C@H:18]([C:19](Cl)=[O:20])[C:17]1([CH3:23])[CH3:22]>>[Cl:13][C:14]([Cl:24])=[CH:15][C@@H:16]1[C@H:18]([C:19]([O:9][CH2:8][C:7]2[C:2]([Cl:1])=[C:3]([F:12])[N:4]=[C:5]([F:11])[C:6]=2[Cl:10])=[O:20])[C:17]1([CH3:22])[CH3:23]. Reported procedure: By the method of Example 2, 0.5 g (0.002 mole) of 3,5-dichloro-2,6-difluoro-4-hydroxymethylpyridine (Example 15) was reacted with 0.5 g (0.002 mole) of cis-3-(2,2-dichloroethenyl)-2,2-dimethylcyclopropanecarbonyl chloride to produce, after purification using the Chromatotron, 0.3 g of (3,5-dichloro-2,6-difluoropyridin-4-yl)methyl cis-3-(2,2-di-chloroethenyl)-2,2-dimethylcyclopropanecarboxylate, compound 22 in the Tables below. Starting materials: BrC=1C=C2C(CC(OC2=CC1)C1=CC=CC=C1)=O (6-bromo-2-phenylchroman-4-one), ice water, C[Si](C)(C)N=C=N[Si](C)(C)C (bis-trimethylsilylcarbodiimide). Reagents/catalysts: Cl[Ti](Cl)(Cl)Cl (TiCl4). Solvent: C(Cl)Cl (DCM). Reaction conditions: time 1 hour. Yields the product BrC=1C=C2\C(\CC(OC2=CC1)C1=CC=CC=C1)=N/C#N ((Z)—N-(6-bromo-2-phenylchroman-4-ylidene)cyanamide). Yield: 95.5%. As a reaction SMILES: [Br:1][C:2]1[CH:3]=[C:4]2[C:9](=[CH:10][CH:11]=1)[O:8][CH:7]([C:12]1[CH:17]=[CH:16][CH:15]=[CH:14][CH:13]=1)[CH2:6][C:5]2=O.C[Si]([N:23]=[C:24]=[N:25][Si](C)(C)C)(C)C>C(Cl)Cl.Cl[Ti](Cl)(Cl)Cl>[Br:1][C:2]1[CH:3]=[C:4]2[C:9](=[CH:10][CH:11]=1)[O:8][CH:7]([C:12]1[CH:17]=[CH:16][CH:15]=[CH:14][CH:13]=1)[CH2:6]/[C:5]/2=[N:25]/[C:24]#[N:23]. Procedure: To a solution of 6-bromo-2-phenylchroman-4-one (387 mg, 1.28 mmol) in anhydrous DCM (10 mL) was added TiCl4 (1 M solution in DCM, 2.6 mL, 2.6 mmol) dropwise within 15 minutes at room temperature. The resulting mixture was stirred for 1 h after the addition. To this mixture was added bis-trimethylsilylcarbodiimide (525 mg, 2.82 mmol) dropwise. The resulting mixture was stirred for 18 h after the addition. The reaction mixture was poured into ice-water (50 g) and extracted with DCM (3×30 mL). The ...